Dataset: the Open Reaction Database (ORD), a public repository of structured organic reaction records. Task: describe an organic reaction: reactants, conditions, products, and yield Starting materials: COc1ccc(CCCCBr)cc1, CCCCCCCn1c(C)nc(C)c1C, O. Yields the product [Br-], CCCCCCC[n+]1c(C)c(C)n(CCCCc2ccc(OC)cc2)c1C. Reaction SMILES: [Br:1][CH2:2][CH2:3][CH2:4][CH2:5][c:6]1[cH:7][cH:8][c:9]([O:12][CH3:13])[cH:10][cH:11]1.[CH2:14]([CH2:15][CH2:16][CH2:17][CH2:18][CH2:19][CH3:20])[n:21]1[c:22]([CH3:28])[n:23][c:24]([CH3:27])[c:25]1[CH3:26].[OH2:29]>>[Br-:1].[CH2:2]([CH2:3][CH2:4][CH2:5][c:6]1[cH:7][cH:8][c:9]([O:12][CH3:13])[cH:10][cH:11]1)[n:23]1[c:22]([CH3:28])[n+:21]([CH2:14][CH2:15][CH2:16][CH2:17][CH2:18][CH2:19][CH3:20])[c:25]([CH3:26])[c:24]1[CH3:27]. Starting materials: NC1=C(C=C(C(=O)N(C2=C(C=C(C=C2)C)OCCCCCC(=O)N2CCN(CC2)C)C)C=C1)OC (4-amino-3-methoxy-N-methyl-N-[4-methyl-2-[5-(4-methylpiperazin-1-yl)carbonylpent-1-yloxy]phenyl]benzamide), [N+](=O)([O-])C1=CC=CC=2C(OC(=NC21)C(F)(F)F)=O (8-nitro-2-trifluoromethyl-3,1-benzoxazin-4-one), [OH-].[Na+] (sodium hydroxide), [N+](=O)([O-])C1=CC=CC=2C(OC(=NC21)C(F)(F)F)=O (8-nitro-2-trifluoromethyl-3,1-benzoxazin-4-one). The solvent is O1CCOCC1 (1,4-dioxane). Reaction conditions: temperature 100 celsius, time 4 hour. Product: COC=1C=C(C(=O)N(C2=C(C=C(C=C2)C)OCCCCCC(=O)N2CCN(CC2)C)C)C=CC1NC(C1=C(C(=CC=C1)[N+](=O)[O-])NC(C(F)(F)F)=O)=O (3-methoxy-N-methyl-N-[4-methyl-2-[5-(4-methylpiperazin-1-yl)carbonylpent-1-yloxy]phenyl]-4-(3-nitro-2-trifluoroacetylaminobenzoyl)aminobenzamide). Isolated yield 114.8%. Reaction SMILES: [NH2:1][C:2]1[CH:33]=[CH:32][C:5]([C:6]([N:8]([CH3:31])[C:9]2[CH:14]=[CH:13][C:12]([CH3:15])=[CH:11][C:10]=2[O:16][CH2:17][CH2:18][CH2:19][CH2:20][CH2:21][C:22]([N:24]2[CH2:29][CH2:28][N:27]([CH3:30])[CH2:26][CH2:25]2)=[O:23])=[O:7])=[CH:4][C:3]=1[O:34][CH3:35].[N+:36]([C:39]1[C:48]2[N:47]=[C:46]([C:49]([F:52])([F:51])[F:50])[O:45][C:44](=[O:53])[C:43]=2[CH:42]=[CH:41][CH:40]=1)([O-:38])=[O:37].[OH-].[Na+]>O1CCOCC1>[CH3:35][O:34][C:3]1[CH:4]=[C:5]([CH:32]=[CH:33][C:2]=1[NH:1][C:44](=[O:53])[C:43]1[CH:42]=[CH:41][CH:40]=[C:39]([N+:36]([O-:38])=[O:37])[C:48]=1[NH:47][C:46](=[O:45])[C:49]([F:51])([F:52])[F:50])[C:6]([N:8]([CH3:31])[C:9]1[CH:14]=[CH:13][C:12]([CH3:15])=[CH:11][C:10]=1[O:16][CH2:17][CH2:18][CH2:19][CH2:20][CH2:21][C:22]([N:24]1[CH2:29][CH2:28][N:27]([CH3:30])[CH2:26][CH2:25]1)=[O:23])=[O:7] |f:2.3|. Reported procedure: To a solution of 4-amino-3-methoxy-N-methyl-N-[4-methyl-2-[5-(4-methylpiperazin-1-yl)carbonylpent-1-yloxy]phenyl]benzamide (6.0 g) in 1,4-dioxane (200 ml) was added 8-nitro-2-trifluoromethyl-3,1-benzoxazin-4-one (3.24 g) and the mixture was stirred at 100° C. for 4 hours. To the mixture was added 8-nitro-2-trifluoromethyl-3,1-benzoxazin-4-one (3.24 g). and the solution was stirred at 100° C. for additional 3 hours. To the mixture was added 1N sodium hydroxide solution (90 ml) and the resulting s... Reactants: Cc1cc(Nc2ccc(C#N)cc2)c([N+](=O)[O-])c(C)n1, CCO, ClCCl. The product is Cc1cc(Nc2ccc(C#N)cc2)c(N)c(C)n1. RXN SMILES: [C:1](#[N:2])[c:3]1[cH:4][cH:5][c:6]([NH:9][c:10]2[c:11]([N+:18]([O-:19])=[O:20])[c:12]([CH3:17])[n:13][c:14]([CH3:16])[cH:15]2)[cH:7][cH:8]1.[CH3:24][CH2:25][OH:26].[Cl:21][CH2:22][Cl:23]>>[C:1](#[N:2])[c:3]1[cH:4][cH:5][c:6]([NH:9][c:10]2[c:11]([NH2:18])[c:12]([CH3:17])[n:13][c:14]([CH3:16])[cH:15]2)[cH:7][cH:8]1. Reactants: NC1=C(C=NN1C(CCCC1=CC=CC=C1)C(C)O)C(=O)N (5-amino-1-[1-(1-hydroxy-ethyl)-4-phenyl-butyl]-1H-pyrazole-4-carboxamide), C1OC=2C=C(C=CC2O1)CC(=O)OC (methyl 3,4-methylenedioxyphenylacetate), CC(C)([O-])C.[K+] (potassium tert-butoxide), C(O)([O-])=O.[Na+] (sodium hydrogen carbonate). The solvent is ClCCl (dichloromethane). Product: C1OC=2C=C(CC=3NC(C4=C(N3)N(N=C4)C(CCCC4=CC=CC=C4)C(C)O)=O)C=CC2O1 (6-(3,4-Methylenedioxy-benzyl)-1-[1-(1-hydroxy-ethyl)-4-phenyl-butyl]-1,5-dihydro-pyrazolo[3,4-d]pyrimidin-4-one). Yield: 64.5%. Reaction SMILES: [NH2:1][C:2]1[N:6]([CH:7]([CH:17]([OH:19])[CH3:18])[CH2:8][CH2:9][CH2:10][C:11]2[CH:16]=[CH:15][CH:14]=[CH:13][CH:12]=2)[N:5]=[CH:4][C:3]=1[C:20]([NH2:22])=[O:21].[CH2:23]1[O:31][C:30]2[CH:29]=[CH:28][C:27]([CH2:32][C:33](OC)=O)=[CH:26][C:25]=2[O:24]1.CC(C)([O-])C.[K+].C(=O)([O-])O.[Na+]>ClCCl>[CH2:23]1[O:31][C:30]2[CH:29]=[CH:28][C:27]([CH2:32][C:33]3[NH:22][C:20](=[O:21])[C:3]4[CH:4]=[N:5][N:6]([CH:7]([CH:17]([OH:19])[CH3:18])[CH2:8][CH2:9][CH2:10][C:11]5[CH:12]=[CH:13][CH:14]=[CH:15][CH:16]=5)[C:2]=4[N:1]=3)=[CH:26][C:25]=2[O:24]1 |f:2.3,4.5|. Reported procedure: 20 mg (0.066 mmol) of 5-amino-1-[1-(1-hydroxy-ethyl)-4-phenyl-butyl]-1H-pyrazole-4-carboxamide and 41 mg (0.210 mmol) of methyl 3,4-methylenedioxyphenylacetate are refluxed for 6 hours in 1.06 ml of a 0.5M ethanolic potassium tert-butoxide solution. After dichloromethane and saturated aqueous sodium hydrogen carbonate solution have been added, the phases are separated. Purification by chromatography gives 19 mg (64%) of a solid, Rf=0.20 (dichloromethane/methanol=15:1). Starting materials: Brc1ccccc1, CC(C)(C)[O-], Cc1ccccc1, Cl, [Na+], O=C(C=Cc1ccccc1)C=Cc1ccccc1, O=C(C=Cc1ccccc1)C=Cc1ccccc1, O=C(C=Cc1ccccc1)C=Cc1ccccc1, O, [Pd], [Pd], Cc1ccccc1P(c1ccccc1C)c1ccccc1C, N#CC1(c2ccccc2)CCNCC1. Yields the product N#CC1(c2ccccc2)CCN(c2ccccc2)CC1. RXN SMILES: [Br:16][c:17]1[cH:18][cH:19][cH:20][cH:21][cH:22]1.[CH3:23][C:24]([CH3:25])([O-:26])[CH3:27].[CH3:51][c:52]1[cH:53][cH:54][cH:55][cH:56][cH:57]1.[ClH:1].[Na+:28].[O:61]=[C:62]([CH:63]=[CH:64][c:65]1[cH:66][cH:67][cH:68][cH:69][cH:70]1)[CH:71]=[CH:72][c:73]1[cH:74][cH:75][cH:76][cH:77][cH:78]1.[O:79]=[C:80]([CH:81]=[CH:82][c:83]1[cH:84][cH:85][cH:86][cH:87][cH:88]1)[CH:89]=[CH:90][c:91]1[cH:92][cH:93][cH:94][cH:95][cH:96]1.[O:97]=[C:98]([CH:99]=[CH:100][c:101]1[cH:102][cH:103][cH:104][cH:105][cH:106]1)[CH:107]=[CH:108][c:109]1[cH:110][cH:111][cH:112][cH:113][cH:114]1.[OH2:58].[Pd:59].[Pd:60].[c:29]1([CH3:30])[cH:31][cH:32][cH:33][cH:34][c:35]1[P:36]([c:37]1[cH:38][cH:39][cH:40][cH:41][c:42]1[CH3:43])[c:44]1[cH:45][cH:46][cH:47][cH:48][c:49]1[CH3:50].[c:2]1([C:8]2([C:14]#[N:15])[CH2:9][CH2:10][NH:11][CH2:12][CH2:13]2)[cH:3][cH:4][cH:5][cH:6][cH:7]1>>[c:2]1([C:8]2([C:14]#[N:15])[CH2:9][CH2:10][N:11]([c:17]3[cH:18][cH:19][cH:20][cH:21][cH:22]3)[CH2:12][CH2:13]2)[cH:3][cH:4][cH:5][cH:6][cH:7]1. The reactants are Cl, CCOC(=O)c1ccc(CCCC(c2c(N)nc(N)nc2N)C(OC)OC)cc1, [Na+], C1CCOC1, [OH-], O. The product is COC(OC)C(CCCc1ccc(C(=O)O)cc1)c1c(N)nc(N)nc1N. RXN SMILES: [ClH:32].[NH2:1][c:2]1[n:3][c:4]([NH2:29])[c:5]([CH:9]([CH2:10][CH2:11][CH2:12][c:13]2[cH:14][cH:15][c:16]([C:17](=[O:18])[O:19][CH2:20][CH3:21])[cH:22][cH:23]2)[CH:24]([O:25][CH3:26])[O:27][CH3:28])[c:6]([NH2:8])[n:7]1.[Na+:31].[O:34]1[CH2:35][CH2:36][CH2:37][CH2:38]1.[OH-:30].[OH2:33]>>[NH2:1][c:2]1[n:3][c:4]([NH2:29])[c:5]([CH:9]([CH2:10][CH2:11][CH2:12][c:13]2[cH:14][cH:15][c:16]([C:17](=[O:18])[OH:19])[cH:22][cH:23]2)[CH:24]([O:25][CH3:26])[O:27][CH3:28])[c:6]([NH2:8])[n:7]1. Starting materials: O (Water), BrC=1C=C(C=CC1C#N)N[C@@H](C(=O)OC)C1=CC=CC=C1 ((R)-methyl 2-(3-bromo-4-cyanophenylamino)-2-phenylacetate), [OH-].[Na+] (NaOH), Cl (HCl). Solvent: CCOC(=O)C (EtOAc), C1CCOC1 (THF). Conditions: time 18 hour. Yields the product BrC=1C=C(C=CC1C#N)N[C@@H](C(=O)O)C1=CC=CC=C1 ((R)-2-(3-bromo-4-cyanophenylamino)-2-phenylacetic acid). The yield is 97.1%. Reaction SMILES: [Br:1][C:2]1[CH:3]=[C:4]([NH:10][C@H:11]([C:16]2[CH:21]=[CH:20][CH:19]=[CH:18][CH:17]=2)[C:12]([O:14]C)=[O:13])[CH:5]=[CH:6][C:7]=1[C:8]#[N:9].[OH-].[Na+].Cl.O>C1COCC1.CCOC(C)=O>[Br:1][C:2]1[CH:3]=[C:4]([NH:10][C@H:11]([C:16]2[CH:17]=[CH:18][CH:19]=[CH:20][CH:21]=2)[C:12]([OH:14])=[O:13])[CH:5]=[CH:6][C:7]=1[C:8]#[N:9] |f:1.2|. Procedure details: To a solution of (R)-methyl 2-(3-bromo-4-cyanophenylamino)-2-phenylacetate (98 mg, 0.28 mmol) in THF (2 mL), 1N aq. NaOH (1.00 mL, 1.00 mmol) was added. After being stirred for 18 h, the solution was acidified with 1N HCl to pH 1-2. Water and EtOAc were added. The organic phase was separated, dried over Na2SO4, concentrated in vacuo to give (R)-2-(3-bromo-4-cyanophenylamino)-2-phenylacetic acid (90 mg).